Dataset: the Open Reaction Database (ORD), a public repository of structured organic reaction records. Task: describe an organic reaction: reactants, conditions, products, and yield The reactants are material, CCN(C(C)C)C(C)C (DIEA), O1CCN(CC1)C=1C=2N(C(=CN1)C1=CC=C(C=C1)N1C=NN(C1=O)COCC[Si](C)(C)C)C=C(N2)CCC2=NC1=CC=CC=C1C=C2 (4-(4-(8-Morpholino-2-(2-(quinolin-2-yl)ethyl)imidazo[1,2-a]pyrazin-5-yl)phenyl)-1-((2-(trimethylsilyl)ethoxy)methyl)-1H-1,2,4-triazol-5(4H)-one), C(Cl)Cl.C(=O)(C(F)(F)F)O.O (DCM TFA water), CCO (EtOH). Solvent: CO (MeOH), C(Cl)(Cl)Cl (CHCl3). Reaction conditions: time 1 hour. The product is O1CCN(CC1)C=1C=2N(C(=CN1)C1=CC=C(C=C1)N1C=NNC1=O)C=C(N2)CCC2=NC1=CC=CC=C1C=C2 (4-(4-(8-Morpholino-2-(2-(quinolin-2-yl)ethyl)imidazo[1,2-a]pyrazin-5-yl)phenyl)-1H-1,2,4-triazol-5(4H)-one). As a reaction SMILES: [O:1]1[CH2:6][CH2:5][N:4]([C:7]2[C:8]3[N:9]([CH:33]=[C:34]([CH2:36][CH2:37][C:38]4[CH:47]=[CH:46][C:45]5[C:40](=[CH:41][CH:42]=[CH:43][CH:44]=5)[N:39]=4)[N:35]=3)[C:10]([C:13]3[CH:18]=[CH:17][C:16]([N:19]4[C:23](=[O:24])[N:22](COCC[Si](C)(C)C)[N:21]=[CH:20]4)=[CH:15][CH:14]=3)=[CH:11][N:12]=2)[CH2:3][CH2:2]1.C(Cl)Cl.C(O)(C(F)(F)F)=O.O.CCO.CCN(C(C)C)C(C)C>CO.C(Cl)(Cl)Cl>[O:1]1[CH2:2][CH2:3][N:4]([C:7]2[C:8]3[N:9]([CH:33]=[C:34]([CH2:36][CH2:37][C:38]4[CH:47]=[CH:46][C:45]5[C:40](=[CH:41][CH:42]=[CH:43][CH:44]=5)[N:39]=4)[N:35]=3)[C:10]([C:13]3[CH:18]=[CH:17][C:16]([N:19]4[C:23](=[O:24])[NH:22][N:21]=[CH:20]4)=[CH:15][CH:14]=3)=[CH:11][N:12]=2)[CH2:5][CH2:6]1 |f:1.2.3|. Procedure: Compound 82d (108 mg, 0.246 mmol) was treated with 5 mL of DCM-TFA-water (30:10:1) and stirred at room temperature for 1 h. EtOH (1 mL) was added and the mixture was concentrated to a pale yellow resin. The resulting material in DCM (10 mL) was treated with solid NaHCO3 (2 g), stirred 20 min, filtered, and concentrated to give a white solid which was purified by flash column chromatography on silica gel (0-25% MeOH-EtOAc) to afford a white solid. A portion (68.1 mg) of this material in MeOH (70 ... Yields the product Cc1cc(C(=O)Nc2cccc(N)c2)n(C)n1. The reactants are C, Cc1cc(C(=O)Nc2cccc([N+](=O)[O-])c2)n(C)n1, CCO, NN, O, [Pd]. As a reaction SMILES: [C:26].[CH3:1][n:2]1[n:3][c:4]([CH3:19])[cH:5][c:6]1[C:7](=[O:8])[NH:9][c:10]1[cH:11][c:12]([N+:16]([O-:17])=[O:18])[cH:13][cH:14][cH:15]1.[CH3:23][CH2:24][OH:25].[NH2:21][NH2:22].[OH2:20].[Pd:27]>>[CH3:1][n:2]1[n:3][c:4]([CH3:19])[cH:5][c:6]1[C:7](=[O:8])[NH:9][c:10]1[cH:11][c:12]([NH2:16])[cH:13][cH:14][cH:15]1. Starting materials: CC(C(=O)[O-])=O (methylglyoxylate), C(C)C(C(=O)[O-])=O (ethylglyoxylate), C(CCC)[Li] (n-butyllithium), C(C)(C)(C)N (t-butylamine), C(C)(C)N (i-propylamine), 2,2,5,5-tetramethyl-1-aza-2,5-disilylacyclopentane-1-acetic acid ethyl ester. Solvent: CCCCCC (n-hexane), CCCCCC (n-hexane), C(C)[Zn]CC (diethylzinc). The product is C(C)(C)(C)N=CCC(C(=O)[O-])=O (N-t-butyliminoethylglyoxylate), C(C)(C)N=CC(C(=O)[O-])=O (N-i-propyliminomethylglyoxylate). Reaction SMILES: [C:1]([NH2:5])([CH3:4])([CH3:3])[CH3:2].[CH:6]([NH2:9])([CH3:8])[CH3:7].[CH2:10]([C:12](=[O:16])[C:13]([O-:15])=[O:14])[CH3:11].[CH3:17][C:18](=[O:22])[C:19]([O-:21])=[O:20].C([Li])CCC>CCCCCC.C([Zn]CC)C>[C:1]([N:5]=[CH:11][CH2:10][C:12](=[O:16])[C:13]([O-:15])=[O:14])([CH3:4])([CH3:3])[CH3:2].[CH:6]([N:9]=[CH:17][C:18](=[O:22])[C:19]([O-:21])=[O:20])([CH3:8])[CH3:7]. Reported procedure: All reactions were carried out in an atmosphere of dry nitrogen using standard Schlenk-techniques (Manipulations of air-sensitive compounds, D. F. Shriver, editor Mc. Graw Hill, N.Y., 1969). Solvents were distilled from sodium prior to use. N-t-butyliminoethylglyoxylate and N-i-propyliminomethylglyoxylate were prepared in a condensation reaction; cf. t-butylamine and i-propylamine with ethylglyoxylate and methylglyoxylate respectively. 2,2,5,5-tetramethyl-1-aza-2,5-disilylacyclopentane-1-acetic ...